This data is from the Open Reaction Database (ORD), a public repository of structured organic reaction records. The task is: describe an organic reaction: reactants, conditions, products, and yield RXN SMILES: [O:1]1[CH:5]=[CH:4][C:3]([C:6]2[C:7]([CH3:19])=[C:8]([CH:12]=[CH:13][C:14]=2[S:15]([CH3:18])(=[O:17])=[O:16])[C:9](O)=[O:10])=[N:2]1.C1C=CC=CC=1.S(Cl)([Cl:28])=O>C(N(CC)CC)C>[O:1]1[CH:5]=[CH:4][C:3]([C:6]2[C:7]([CH3:19])=[C:8]([CH:12]=[CH:13][C:14]=2[S:15]([CH3:18])(=[O:17])=[O:16])[C:9]([Cl:28])=[O:10])=[N:2]1. Solvent: C(C)N(CC)CC (triethylamine). Yields the product O1N=C(C=C1)C=1C(=C(C(=O)Cl)C=CC1S(=O)(=O)C)C (3-(isoxazol-3-yl)-4-methylsulfonyl-2-methylbenzoyl chloride). The reactants are O1N=C(C=C1)C=1C(=C(C(=O)O)C=CC1S(=O)(=O)C)C (3-(isoxazol-3-yl)-4-methylsulfonyl-2-methylbenzoic acid), C1=CC=CC=C1 (benzene), S(=O)(Cl)Cl (thionyl chloride). Procedure: To 0.55 g of 3-(isoxazol-3-yl)-4-methylsulfonyl-2-methylbenzoic acid were added 10 ml of benzene, then 0.17 ml of thionyl chloride and a drop of triethylamine to heat at reflux for 2 hours. The reaction solution was cooled down. The solvent was distilled out under reduced pressure to give 3-(isoxazol-3-yl)-4-methylsulfonyl-2-methylbenzoyl chloride. Starting materials: ClCC1=CC(=NN1C)C1=CC=C(C=C1)OC(F)(F)F (5-chloromethyl-1-methyl-3-(4-trifluoromethoxy-phenyl)-1H-pyrazole), [I-].[Na+] (sodium iodide), COC(C)(C)C (Tert butyl methyl ether). The solvent is CC(=O)C (acetone). Yields the product ICC1=CC(=NN1C)C1=CC=C(C=C1)OC(F)(F)F (5-Iodomethyl-1-methyl-3-(4-trifluoromethoxy-phenyl)-1H-pyrazole). Reaction SMILES: Cl[CH2:2][C:3]1[N:7]([CH3:8])[N:6]=[C:5]([C:9]2[CH:14]=[CH:13][C:12]([O:15][C:16]([F:19])([F:18])[F:17])=[CH:11][CH:10]=2)[CH:4]=1.[I-:20].[Na+].COC(C)(C)C>CC(C)=O>[I:20][CH2:2][C:3]1[N:7]([CH3:8])[N:6]=[C:5]([C:9]2[CH:14]=[CH:13][C:12]([O:15][C:16]([F:19])([F:18])[F:17])=[CH:11][CH:10]=2)[CH:4]=1 |f:1.2|. Procedure: A suspension of 5-chloromethyl-1-methyl-3-(4-trifluoromethoxy-phenyl)-1H-pyrazole (3.2 g, 11 mmol; example 19 a]) and sodium iodide (8.25 g, 55 mmol) in acetone (56 ml) was heated under reflux conditions for 30 min. Tert butyl methyl ether was added, the solid was filtered off and the filtrate was brought to dryness under reduced pressure. The residue was dissolved in tert butyl methyl ether, washed with ice water/brine 1/1 and the aqueous layer was extracted two times with tert butyl methyl eth...